The task is: describe an organic reaction: reactants, conditions, products, and yield. This data is from the Open Reaction Database (ORD), a public repository of structured organic reaction records. The reactants are C(Cl)Cl (methylene chloride), OCC\C(\C(=O)NC1=CC=CC=C1)=C/SC1=CC=CC=C1 ((E)-4-hydroxy-N-phenyl-2-(phenylthiomethylene)butanamide), N1C=NC=C1 (imidazole), Cl[Si](C)(C)C(C)(C)C (chloro t-butyl dimethylsilane), C(Cl)Cl (methylene chloride). Run in O (water). Run at time 2 hour. Yields the product [Si](C)(C)(C(C)(C)C)OCC\C(\C(=O)NC1=CC=CC=C1)=C/SC1=CC=CC=C1 ((E)-4-(tert-butyl dimethylsilyloxy)-N-phenyl-2-(phenylthiomethylene) butanamide). Yield: 98.3%. Reaction SMILES: C(Cl)Cl.Cl[Si:5]([C:8]([CH3:11])([CH3:10])[CH3:9])([CH3:7])[CH3:6].[OH:12][CH2:13][CH2:14]/[C:15](=[CH:25]\[S:26][C:27]1[CH:32]=[CH:31][CH:30]=[CH:29][CH:28]=1)/[C:16]([NH:18][C:19]1[CH:24]=[CH:23][CH:22]=[CH:21][CH:20]=1)=[O:17].N1C=CN=C1>O>[Si:5]([O:12][CH2:13][CH2:14]/[C:15](=[CH:25]\[S:26][C:27]1[CH:32]=[CH:31][CH:30]=[CH:29][CH:28]=1)/[C:16]([NH:18][C:19]1[CH:24]=[CH:23][CH:22]=[CH:21][CH:20]=1)=[O:17])([C:8]([CH3:11])([CH3:10])[CH3:9])([CH3:7])[CH3:6]. Procedure: 2 ml of methylene chloride solution including 0.79 g of chloro t-butyl dimethylsilane was dropped into 6 ml of methylene chloride solution including 1.20 g of (E)-4-hydroxy-N-phenyl-2-(phenylthiomethylene)butanamide and 0.63 g of imidazole at room temperature. The resulting solution was stirred at room temperature for 2 hours and added with water, then filtered using ethyl acetate. The organic layer was washed with water 3 times, then washed with brine, and dried with anhydrous magnesium sulfate... Yields the product CSC1C(C(CO[SiH](C)C)C(C)(C)C)C(=O)N1CC(=O)OCc1ccc([N+](=O)[O-])cc1. Reaction SMILES: [C:1]([CH3:2])([CH3:3])([CH3:4])[CH:5]([CH2:6][O:7][SiH:8]([CH3:9])[CH3:10])[CH:11]1[C:12](=[O:32])[N:13]([CH:17]([C:18](=[O:19])[O:20][CH2:21][c:22]2[cH:23][cH:24][c:25]([N+:28](=[O:29])[O-:30])[cH:26][cH:27]2)[Cl:31])[CH:14]1[S:15][CH3:16].[C:35]([BH3-:36])#[N:37].[I-:34].[Na+:33].[Na+:38]>>[C:1]([CH3:2])([CH3:3])([CH3:4])[CH:5]([CH2:6][O:7][SiH:8]([CH3:9])[CH3:10])[CH:11]1[C:12](=[O:32])[N:13]([CH2:17][C:18](=[O:19])[O:20][CH2:21][c:22]2[cH:23][cH:24][c:25]([N+:28](=[O:29])[O-:30])[cH:26][cH:27]2)[CH:14]1[S:15][CH3:16]. Starting materials: CSC1C(C(CO[SiH](C)C)C(C)(C)C)C(=O)N1C(Cl)C(=O)OCc1ccc([N+](=O)[O-])cc1, [BH3-]C#N, [I-], [Na+], [Na+]. The reactants are O=C([O-])O, COC(=O)c1cc(B2OC(C)(C)C(C)(C)O2)cs1, CCOC(C)=O, COc1cc(-c2ccccc2)cc2ncc(I)n12, [Na+], C1COCCO1, O, c1ccc(P(c2ccccc2)(c2ccccc2)[Pd](P(c2ccccc2)(c2ccccc2)c2ccccc2)(P(c2ccccc2)(c2ccccc2)c2ccccc2)P(c2ccccc2)(c2ccccc2)c2ccccc2)cc1. Yields the product COC(=O)c1cc(-c2cnc3cc(-c4ccccc4)cc(OC)n23)cs1. As a reaction SMILES: [C:37](=[O:38])([OH:39])[O-:40].[CH3:19][C:20]1([CH3:21])[C:22]([CH3:23])([CH3:24])[O:25][B:26]([c:27]2[cH:28][c:29]([C:32](=[O:33])[O:34][CH3:35])[s:30][cH:31]2)[O:36]1.[CH3:48][CH2:49][O:50][C:51](=[O:52])[CH3:53].[I:1][c:2]1[cH:3][n:4][c:5]2[n:6]1[c:7]([O:17][CH3:18])[cH:8][c:9](-[c:11]1[cH:12][cH:13][cH:14][cH:15][cH:16]1)[cH:10]2.[Na+:41].[O:42]1[CH2:43][CH2:44][O:45][CH2:46][CH2:47]1.[OH2:131].[cH:54]1[cH:55][cH:56][c:57]([P:58]([Pd:59]([P:60]([c:61]2[cH:62][cH:63][cH:64][cH:65][cH:66]2)([c:67]2[cH:68][cH:69][cH:70][cH:71][cH:72]2)[c:73]2[cH:74][cH:75][cH:76][cH:77][cH:78]2)([P:79]([c:80]2[cH:81][cH:82][cH:83][cH:84][cH:85]2)([c:86]2[cH:87][cH:88][cH:89][cH:90][cH:91]2)[c:92]2[cH:93][cH:94][cH:95][cH:96][cH:97]2)[P:98]([c:99]2[cH:100][cH:101][cH:102][cH:103][cH:104]2)([c:105]2[cH:106][cH:107][cH:108][cH:109][cH:110]2)[c:111]2[cH:112][cH:113][cH:114][cH:115][cH:116]2)([c:117]2[cH:118][cH:119][cH:120][cH:121][cH:122]2)[c:123]2[cH:124][cH:125][cH:126][cH:127][cH:128]2)[cH:129][cH:130]1>>[c:2]1(-[c:27]2[cH:28][c:29]([C:32](=[O:33])[O:34][CH3:35])[s:30][cH:31]2)[cH:3][n:4][c:5]2[n:6]1[c:7]([O:17][CH3:18])[cH:8][c:9](-[c:11]1[cH:12][cH:13][cH:14][cH:15][cH:16]1)[cH:10]2. Reactants: CC1=C(N(C)C)c2cc3c(cc2C1)C(C)(C)CCC3(C)C, [Li]CCCC, CCCCCC. Yields the product [Li]C1C(C)=C(N(C)C)c2cc3c(cc21)C(C)(C)CCC3(C)C. As a reaction SMILES: [CH3:1][N:2]([C:3]1=[C:4]([CH3:20])[CH2:5][c:6]2[cH:7][c:8]3[c:9]([cH:10][c:11]21)[C:12]([CH3:18])([CH3:19])[CH2:13][CH2:14][C:15]3([CH3:16])[CH3:17])[CH3:21].[CH3:22][CH2:23][CH2:24][CH2:25][Li:26].[CH3:27][CH2:28][CH2:29][CH2:30][CH2:31][CH3:32]>>[CH3:1][N:2]([C:3]1=[C:4]([CH3:20])[CH:5]([Li:26])[c:6]2[cH:7][c:8]3[c:9]([cH:10][c:11]21)[C:12]([CH3:18])([CH3:19])[CH2:13][CH2:14][C:15]3([CH3:16])[CH3:17])[CH3:21]. The reactants are ClCCOCCCl, [I-], [K+], Nc1ccc(CCCCO)cc1, CN(C)C=O. Product: OCCCCc1ccc(N2CCOCC2)cc1. As a reaction SMILES: [Cl:13][CH2:14][CH2:15][O:16][CH2:17][CH2:18][Cl:19].[I-:21].[K+:20].[NH2:1][c:2]1[cH:3][cH:4][c:5]([CH2:8][CH2:9][CH2:10][CH2:11][OH:12])[cH:6][cH:7]1.[O:22]=[CH:23][N:24]([CH3:25])[CH3:26]>>[N:1]1([c:2]2[cH:3][cH:4][c:5]([CH2:8][CH2:9][CH2:10][CH2:11][OH:12])[cH:6][cH:7]2)[CH2:14][CH2:15][O:16][CH2:17][CH2:18]1. Reactants: C(C)(C)(C)C=1[N-]C(=C(N1)C(CC)(C)C)C(CC)(C)C.[K+] (potassium(2-tert-butyl-4,5-di(1,1-dimethylpropyl)imidazolate)), [Cl-].CC1=C(C(=C([C-]1C)C)C)C.[Ru+2] (ruthenium (pentamethylcyclopentadienide) chloride). Run in C1CCOC1 (THF), C1CCOC1 (THF). Reaction conditions: time 8 hour. Yields the product C(C)(C)(C)C=1[N-]C(=C(N1)C(CC)(C)C)C(CC)(C)C.[Ru+3].C(C)(C)(C)C=1[N-]C(=C(N1)C(CC)(C)C)C(CC)(C)C.C(C)(C)(C)C=1[N-]C(=C(N1)C(CC)(C)C)C(CC)(C)C (ruthenium (2-tert-butyl-di(1,1-dimethylpropyl)imidazolate)). Isolated yield 34.3%. As a reaction SMILES: [C:1]([C:5]1[N-:6][C:7]([C:15]([CH3:19])([CH3:18])[CH2:16][CH3:17])=[C:8]([C:10]([CH3:14])([CH3:13])[CH2:11][CH3:12])[N:9]=1)([CH3:4])([CH3:3])[CH3:2].[K+].[Cl-].CC1[C-](C)C(C)=C(C)C=1C.[Ru+2:32]>C1COCC1>[C:1]([C:5]1[N-:9][C:8]([C:10]([CH3:13])([CH3:14])[CH2:11][CH3:12])=[C:7]([C:15]([CH3:19])([CH3:18])[CH2:16][CH3:17])[N:6]=1)([CH3:4])([CH3:3])[CH3:2].[Ru+3:32].[C:1]([C:5]1[N-:9][C:8]([C:10]([CH3:13])([CH3:14])[CH2:11][CH3:12])=[C:7]([C:15]([CH3:19])([CH3:18])[CH2:16][CH3:17])[N:6]=1)([CH3:4])([CH3:3])[CH3:2].[C:1]([C:5]1[N-:9][C:8]([C:10]([CH3:13])([CH3:14])[CH2:11][CH3:12])=[C:7]([C:15]([CH3:19])([CH3:18])[CH2:16][CH3:17])[N:6]=1)([CH3:4])([CH3:3])[CH3:2] |f:0.1,2.3.4,6.7.8.9|. Reported procedure: 1.1 g (37 mmoles) of potassium(2-tert-butyl-4,5-di(1,1-dimethylpropyl)imidazolate) dissolved in 25 ml of THF were added to 1 g (0.0037 moles) of ruthenium (pentamethylcyclopentadienide) chloride dissolved in 75 ml of dry THF and the resulting mixture stirred overnight at room temperature. The solvent was then removed by vacuum, 100 ml of dry hexane then added and the resulting mixture thoroughly stirred then filtered. The hexane was then removed by vacuum to yield 1.13 g of crude ruthenium (2-te... The reactants are CCOC(=O)C=O, ClCCl, CC(C)(N)CO. Yields the product CCOC(=O)C=NC(C)(C)CO. Reaction SMILES: [C:7]([CH:8]=[O:9])(=[O:10])[O:11][CH2:12][CH3:13].[Cl:14][CH2:15][Cl:16].[NH2:1][C:2]([CH2:3][OH:4])([CH3:5])[CH3:6]>>[N:1]([C:2]([CH2:3][OH:4])([CH3:5])[CH3:6])=[CH:8][C:7](=[O:10])[O:11][CH2:12][CH3:13]. Reactants: [Cl-], Cl, O=N[O-], Cc1ccnc(O)c1N, [Na+], O, S. Product: Cc1ccnc(O)c1Cl. As a reaction SMILES: [Cl-:14].[ClH:16].[N:1]([O-:2])=[O:3].[NH2:5][c:6]1[c:7]([OH:13])[n:8][cH:9][cH:10][c:11]1[CH3:12].[Na+:4].[OH2:15].[SH2:17]>>[c:6]1([Cl:14])[c:7]([OH:13])[n:8][cH:9][cH:10][c:11]1[CH3:12]. Reactants: solid, ClC1=CC=C(C=C1)C1=NC2=C(N1C(CO)C1CCCCC1)C=C(C(=C2)F)F (2-[2-(4-chloro-phenyl)-5,6-difluoro-benzoimidazol-1-yl]-2-cyclohexyl-ethanol), COC(C1=CN=C(C(=C1)Cl)O)=O (5-chloro-6-hydroxy-nicotinic acid methyl ester), N(=NC(=O)OC(C)(C)C)C(=O)OC(C)(C)C (di-tert-butyl azodicarboxylate). Yields the product COC(C1=CN=C(C=C1)OCC(C1CCCCC1)N1C(=NC2=C1C=C(C(=C2)F)F)C2=CC=C(C=C2)Cl)=O (6-{2-[2-(4-Chloro-phenyl)-5,6-difluoro-benzoimidazol-1-yl]-2-cyclohexyl-ethoxy}-nicotinic acid methyl ester). Reaction SMILES: [Cl:1][C:2]1[CH:7]=[CH:6][C:5]([C:8]2[N:12]([CH:13]([CH:16]3[CH2:21][CH2:20][CH2:19][CH2:18][CH2:17]3)[CH2:14][OH:15])[C:11]3[CH:22]=[C:23]([F:27])[C:24]([F:26])=[CH:25][C:10]=3[N:9]=2)=[CH:4][CH:3]=1.[CH3:28][O:29][C:30](=[O:39])[C:31]1[CH:36]=[C:35](Cl)[C:34](O)=[N:33][CH:32]=1.N(C(OC(C)(C)C)=O)=NC(OC(C)(C)C)=O>>[CH3:28][O:29][C:30](=[O:39])[C:31]1[CH:36]=[CH:35][C:34]([O:15][CH2:14][CH:13]([N:12]2[C:11]3[CH:22]=[C:23]([F:27])[C:24]([F:26])=[CH:25][C:10]=3[N:9]=[C:8]2[C:5]2[CH:6]=[CH:7][C:2]([Cl:1])=[CH:3][CH:4]=2)[CH:16]2[CH2:17][CH2:18][CH2:19][CH2:20][CH2:21]2)=[N:33][CH:32]=1. Reported procedure: The title compound was prepared in analogy to Example 4, intermediate, from 2-[2-(4-chloro-phenyl)-5,6-difluoro-benzoimidazol-1-yl]-2-cyclohexyl-ethanol (Ex. 1, int. c) and 5-chloro-6-hydroxy-nicotinic acid methyl ester and replacing di-ethyl azodicarboxylate by di-tert-butyl azodicarboxylate. White solid (83%). MS (Turbo Spray): m/z=560.3 [M+H]. Starting materials: OBO, CNC(CN1CCOCC1)c1ccc(Br)cc1, [K+], [K+], O=C([O-])[O-], COc1ccccc1, C1COCCO1, O. The product is CNC(CN1CCOCC1)c1ccc(-c2cccc(OC)c2)cc1. As a reaction SMILES: [BH:18]([OH:19])[OH:20].[Br:1][c:2]1[cH:3][cH:4][c:5]([CH:8]([CH2:9][N:10]2[CH2:11][CH2:12][O:13][CH2:14][CH2:15]2)[NH:16][CH3:17])[cH:6][cH:7]1.[K+:29].[K+:30].[O-:31][C:32]([O-:33])=[O:34].[O:21]([CH3:22])[c:23]1[cH:24][cH:25][cH:26][cH:27][cH:28]1.[O:35]1[CH2:36][CH2:37][O:38][CH2:39][CH2:40]1.[OH2:41]>>[c:2]1(-[c:27]2[cH:26][cH:25][cH:24][c:23]([O:21][CH3:22])[cH:28]2)[cH:3][cH:4][c:5]([CH:8]([CH2:9][N:10]2[CH2:11][CH2:12][O:13][CH2:14][CH2:15]2)[NH:16][CH3:17])[cH:6][cH:7]1.